Dataset: the Open Reaction Database (ORD), a public repository of structured organic reaction records. Task: describe an organic reaction: reactants, conditions, products, and yield Starting materials: C(C#CC)OC1=CC=C(C=C1)S(=O)(=O)N[C@@H](C(=O)O)C(C)(C)SCCCO ((2S)-2-({[4-(2-butynyloxy)phenyl]sulfonyl}amino)-3-[(3-hydroxypropyl)sulfanyl]-3-methylbutanoic acid), ON1N=NC2=C1C=CC=C2 (N-hydroxybenzotriazole), CN(CCCN=C=NCC)C (1-(3-dimethylaminopropyl)-3-ethylcarbodimide), CN1CCOCC1 (N-methylmorpholine), aqueous solution, NO (hydroxylamine). Solvent: CN(C=O)C (dimethylformamide). Run at time 1 hour. Product: C(C#CC)OC1=CC=C(C=C1)S(=O)(=O)N[C@@H](C(=O)NO)C(C)(C)SCCCO ((2S)-2-({[4-(2-butynyloxy)phenyl]sulfonyl}amino)-N-hydroxy-3-[(3-hydroxypropyl)sulfanyl]-3-methylbutanamide). RXN SMILES: [CH2:1]([O:5][C:6]1[CH:11]=[CH:10][C:9]([S:12]([NH:15][C@H:16]([C:20]([S:23][CH2:24][CH2:25][CH2:26][OH:27])([CH3:22])[CH3:21])[C:17](O)=[O:18])(=[O:14])=[O:13])=[CH:8][CH:7]=1)[C:2]#[C:3][CH3:4].[OH:28][N:29]1C2C=CC=CC=2N=N1.CN(C)CCCN=C=NCC.CN1CCOCC1.NO>CN(C)C=O>[CH2:1]([O:5][C:6]1[CH:11]=[CH:10][C:9]([S:12]([NH:15][C@H:16]([C:20]([S:23][CH2:24][CH2:25][CH2:26][OH:27])([CH3:22])[CH3:21])[C:17]([NH:29][OH:28])=[O:18])(=[O:14])=[O:13])=[CH:8][CH:7]=1)[C:2]#[C:3][CH3:4]. Reported procedure: To a solution of (2S)-2-({[4-(2-butynyloxy)phenyl]sulfonyl}amino)-3-[(3-hydroxypropyl)sulfanyl]-3-methylbutanoic acid (500 mg, 1.2 mmol) in dimethylformamide (10 mL) was added N-hydroxybenzotriazole (194 mg, 1.44 mmol), 1-(3-dimethylaminopropyl)-3-ethylcarbodimide (322 mg, 1.68 mmol) followed by N-methylmorpholine (0.198 mL, 1.8 mmol) and the resulting mixture was stirred for 1 h at room temperature. A 50% aqueous solution of hydroxylamine (0.367 mL, 6 mmol) was added and the mixture was stirred...